Dataset: the Open Reaction Database (ORD), a public repository of structured organic reaction records. Task: describe an organic reaction: reactants, conditions, products, and yield Run at time 45 minute. Procedure: Freshly crushed potassium hydroxide (35 mg, 0.617 mmol) was added to a solution of 3-benzyl-3-(1H-indole-5-carbonyl)-pyrrolidine-1-carboxylic acid tert-butyl ester (100 mg, 0.247 mmol) in DMF (1.5 mL). A solution of iodine (63 mg, 0.247 mmol) in DMF (0.5 mL) was then added dropwise, and the reaction mixture was stirred at room temperature for 45 minutes. The reaction was quenched by addition of an aqueous solution of Na2S2O3 and diluted with water. The resulting mixture was extracted with EtOAc;... The product is C(C)(C)(C)OC(=O)N1CC(CC1)(CC1=CC=CC=C1)C(=O)C=1C=C2C(=CN(C2=CC1)S(=O)(=O)C1=CC=CC=C1)I (3-(1-benzenesulfonyl-3-iodo-1H-indole-5-carbonyl)-3-benzyl-pyrrolidine-1-carboxylic acid tert-butyl ester). Yield: 90.6%. Reaction SMILES: [OH-].[K+].[C:3]([O:7][C:8]([N:10]1[CH2:14][CH2:13][C:12]([CH2:26][C:27]2[CH:32]=[CH:31][CH:30]=[CH:29][CH:28]=2)([C:15]([C:17]2[CH:18]=[C:19]3[C:23](=[CH:24][CH:25]=2)[NH:22][CH:21]=[CH:20]3)=[O:16])[CH2:11]1)=[O:9])([CH3:6])([CH3:5])[CH3:4].[I:33]I.[H-].[Na+].[C:37]1([S:43](Cl)(=[O:45])=[O:44])[CH:42]=[CH:41][CH:40]=[CH:39][CH:38]=1>CN(C=O)C>[C:3]([O:7][C:8]([N:10]1[CH2:14][CH2:13][C:12]([C:15]([C:17]2[CH:18]=[C:19]3[C:23](=[CH:24][CH:25]=2)[N:22]([S:43]([C:37]2[CH:42]=[CH:41][CH:40]=[CH:39][CH:38]=2)(=[O:45])=[O:44])[CH:21]=[C:20]3[I:33])=[O:16])([CH2:26][C:27]2[CH:28]=[CH:29][CH:30]=[CH:31][CH:32]=2)[CH2:11]1)=[O:9])([CH3:6])([CH3:4])[CH3:5] |f:0.1,4.5|. The reactants are II (iodine), [H-].[Na+] (NaH), C1(=CC=CC=C1)S(=O)(=O)Cl (benzenesulfonyl chloride), [OH-].[K+] (potassium hydroxide), C(C)(C)(C)OC(=O)N1CC(CC1)(C(=O)C=1C=C2C=CNC2=CC1)CC1=CC=CC=C1 (3-benzyl-3-(1H-indole-5-carbonyl)-pyrrolidine-1-carboxylic acid tert-butyl ester). Run in CN(C)C=O (DMF), CN(C)C=O (DMF).